Dataset: the Open Reaction Database (ORD), a public repository of structured organic reaction records. Task: describe an organic reaction: reactants, conditions, products, and yield Starting materials: CC1(OCCO1)CCCCCCN1C(C=2C(C1=O)=CC=CC2)=O (N-[6-(2-methyl-1,3-dioxolan-2-yl)hexyl]phthalimide), O.NN (hydrazine hydrate). Run in C(C)O (ethanol). The product is CC1(OCCO1)CCCCCCN (N-[6-(2-Methyl-1,3-dioxolan-2-yl)hexyl]amine). Yield: 48.3%. Reaction SMILES: [CH3:1][C:2]1([CH2:7][CH2:8][CH2:9][CH2:10][CH2:11][CH2:12][N:13]2C(=O)C3=CC=CC=C3C2=O)[O:6][CH2:5][CH2:4][O:3]1.O.NN>C(O)C>[CH3:1][C:2]1([CH2:7][CH2:8][CH2:9][CH2:10][CH2:11][CH2:12][NH2:13])[O:3][CH2:4][CH2:5][O:6]1 |f:1.2|. Procedure: A mixture of 125.25 g (0.395 mole) of N-[6-(2-methyl-1,3-dioxolan-2-yl)hexyl]phthalimide, 23 ml of 85% hydrazine hydrate, and 370 ml of 95% ethanol was refluxed for four hours, cooled, filtered and stripped. The residue was mixed with 500 ml of water, basified with 2 N NaOH solution and extracted with methylene chloride. The organic layer was separated, dried over anhydrous potassium carbonate, filtered, and stripped to an orange oil. This material was distilled to give 35.70 g (64%) of clear oi... The reactants are COCCCOC(C1CN(CCC1)CC(=O)OC)C1=CC=CC=C1 (Methyl 2-(3-((3-methoxypropoxy)(phenyl)methyl)piperidin-1-yl)acetate), [Li+].[OH-] (LiOH). Run in CO (methanol). Run at time 8 hour. Yields the product COCCCOC(C1CN(CCC1)CC(=O)[O-])C1=CC=CC=C1.[Li+] (Lithium 2-(3-((3-methoxypropoxy)(phenyl)methyl)piperidin-1-yl)acetate). As a reaction SMILES: [CH3:1][O:2][CH2:3][CH2:4][CH2:5][O:6][CH:7]([C:19]1[CH:24]=[CH:23][CH:22]=[CH:21][CH:20]=1)[CH:8]1[CH2:13][CH2:12][CH2:11][N:10]([CH2:14][C:15]([O:17]C)=[O:16])[CH2:9]1.[Li+:25].[OH-]>CO>[CH3:1][O:2][CH2:3][CH2:4][CH2:5][O:6][CH:7]([C:19]1[CH:20]=[CH:21][CH:22]=[CH:23][CH:24]=1)[CH:8]1[CH2:13][CH2:12][CH2:11][N:10]([CH2:14][C:15]([O-:17])=[O:16])[CH2:9]1.[Li+:25] |f:1.2,4.5|. Procedure: Methyl 2-(3-((3-methoxypropoxy)(phenyl)methyl)piperidin-1-yl)acetate (19 mg, 0.0567 mmol) was mixed with a 1:1 mixture of 2 N aq LiOH (2 mL) and methanol (2 mL). The mixture was stirred overnight at r.t. LC-MS indicated the reaction was complete. The mixture was concentrated and the crude product was used without purification. LC-MS (3 min) tR=1.05 min, m/z 322 (M+1). As a reaction SMILES: [CH:1]1([C:7]2[S:11][C:10]([NH2:12])=[N:9][N:8]=2)[CH2:6][CH2:5][CH2:4][CH2:3][CH2:2]1.[C:13](OCC)(=[O:15])C>>[CH:1]1([C:7]2[S:11][C:10]([N:12]=[C:13]=[O:15])=[N:9][N:8]=2)[CH2:2][CH2:3][CH2:4][CH2:5][CH2:6]1. Starting materials: C1(CCCCC1)C1=NN=C(S1)N (5-cyclohexyl-2-amino-1,3,4-thiadiazole), C(C)(=O)OCC (ethyl acetate), C(C)(=O)OCC (ethyl acetate). Reaction conditions: time 16 hour. The product is C1(CCCCC1)C1=NN=C(S1)N=C=O (5-cyclohexyl-1,3,4-thiadiazol-2-yl isocyanate). Procedure details: A saturated solution of phsogene in ethyl acetate (100 ml) is charged into a glass reaction vessel equipped with a mechanical stirrer. A slurry of 5-cyclohexyl-2-amino-1,3,4-thiadiazole (50 grams) in ethyl acetate (300 ml) is added to the reaction vessel and the resulting mixture is stirred for a period of about 16 hours, resulting in the formation of a precipitate. The reaction mixture is then purged with nitrogen gas to remove unreacted phosgene. The purged mixture is then filtered to recover ... The reactants are CCOC(=O)C1=C(c2ccccc2)c2ccc(OC)cc2C1, C1COCCO1, O=[Se]=O. Yields the product CCOC(=O)C1=C(c2ccccc2)c2ccc(OC)cc2C1=O. RXN SMILES: [CH2:1]([CH3:2])[O:3][C:4](=[O:5])[C:6]1=[C:14]([c:15]2[cH:16][cH:17][cH:18][cH:19][cH:20]2)[c:13]2[c:8]([cH:9][c:10]([O:21][CH3:22])[cH:11][cH:12]2)[CH2:7]1.[CH2:26]1[O:27][CH2:28][CH2:29][O:30][CH2:31]1.[Se:23](=[O:24])=[O:25]>>[CH2:1]([CH3:2])[O:3][C:4](=[O:5])[C:6]1=[C:14]([c:15]2[cH:16][cH:17][cH:18][cH:19][cH:20]2)[c:13]2[c:8]([cH:9][c:10]([O:21][CH3:22])[cH:11][cH:12]2)[C:7]1=[O:24]. Procedure details: In analogy to the procedure described in example 5 f], (6-hydroxy-indol-1-yl)-acetic acid ethyl ester (example 6 b]) was reacted with [4-(2-methoxy-ethyl)-2-(6-trifluoromethyl-pyridin-3-yl)-pyrimidin-5-yl]-methanol in the presence of tributylphosphine and N,N,N′,N′-tetramethyl azodicarboxamide to yield the title compound as yellow solid. Yields the product C(C)OC(CN1C=CC2=CC=C(C=C12)OCC=1C(=NC(=NC1)C=1C=NC(=CC1)C(F)(F)F)CCOC)=O ({6-[4-(2-Methoxy-ethyl)-2-(6-trifluoromethyl-pyridin-3-yl)-pyrimidin-5-ylmethoxy]-indol-1-yl}-acetic acid ethyl ester). As a reaction SMILES: [CH2:1]([O:3][C:4](=[O:16])[CH2:5][N:6]1[C:14]2[C:9](=[CH:10][CH:11]=[C:12]([OH:15])[CH:13]=2)[CH:8]=[CH:7]1)[CH3:2].[CH3:17][O:18][CH2:19][CH2:20][C:21]1[C:26]([CH2:27]O)=[CH:25][N:24]=[C:23]([C:29]2[CH:30]=[N:31][C:32]([C:35]([F:38])([F:37])[F:36])=[CH:33][CH:34]=2)[N:22]=1.C(P(CCCC)CCCC)CCC.CN(C)C(N=NC(N(C)C)=O)=O>>[CH2:1]([O:3][C:4](=[O:16])[CH2:5][N:6]1[C:14]2[C:9](=[CH:10][CH:11]=[C:12]([O:15][CH2:27][C:26]3[C:21]([CH2:20][CH2:19][O:18][CH3:17])=[N:22][C:23]([C:29]4[CH:30]=[N:31][C:32]([C:35]([F:38])([F:37])[F:36])=[CH:33][CH:34]=4)=[N:24][CH:25]=3)[CH:13]=2)[CH:8]=[CH:7]1)[CH3:2]. Reactants: COCCC1=NC(=NC=C1CO)C=1C=NC(=CC1)C(F)(F)F ([4-(2-methoxy-ethyl)-2-(6-trifluoromethyl-pyridin-3-yl)-pyrimidin-5-yl]-methanol), C(CCC)P(CCCC)CCCC (tributylphosphine), CN(C(=O)N=NC(=O)N(C)C)C (N,N,N′,N′-tetramethyl azodicarboxamide), C(C)OC(CN1C=CC2=CC=C(C=C12)O)=O ((6-hydroxy-indol-1-yl)-acetic acid ethyl ester). Starting materials: C(=O)(Cl)Cl (phosgene), C(=O)(Cl)Cl (Phosgene), 29.2, N(C1=CC=CC=C1)C1(CCN(CC1)C(=O)OCC)C(=O)O (4-anilino-1-(ethoxycarbonyl)isonipecotic acid). Run in O1CCOCC1 (dioxane). Conditions: time 30 minute. Product: O=C1N(C2(C(O1)=O)CCN(CC2)C(=O)OCC)C2=CC=CC=C2 (ethyl 2,4-dioxo-1-phenyl-3-oxa-1,8-diazaspiro[4,5]decane-8-carboxylate). RXN SMILES: [C:1](Cl)(Cl)=[O:2].[NH:5]([C:12]1([C:23]([OH:25])=[O:24])[CH2:17][CH2:16][N:15]([C:18]([O:20][CH2:21][CH3:22])=[O:19])[CH2:14][CH2:13]1)[C:6]1[CH:11]=[CH:10][CH:9]=[CH:8][CH:7]=1>O1CCOCC1>[O:2]=[C:1]1[O:24][C:23](=[O:25])[C:12]2([CH2:13][CH2:14][N:15]([C:18]([O:20][CH2:21][CH3:22])=[O:19])[CH2:16][CH2:17]2)[N:5]1[C:6]1[CH:7]=[CH:8][CH:9]=[CH:10][CH:11]=1. Procedure details: Phosgene gas is introduced through a stirring mixture of 29.2 parts of 4-anilino-1-(ethoxycarbonyl)isonipecotic acid in 240 parts of dioxane: exothermic reaction (temperature rises to 45° C.). Stirring is continued for 30 minutes at 45° C. The mixture is heated to reflux and phosgene gas is gently introduced for 2 h. 30. Then nitrogen gas is introduced for 30 minutes. The reaction mixture is evaporated in a boiling water-bath for 30 minutes. The solid residue is triturated in ether, yielding eth... Reactants: NC=1C(=NC(=CN1)Br)C1=CC(=C(C(=O)OC)C=C1)F (methyl 4-(3-amino-6-bromopyrazin-2-yl)-2-fluorobenzoate), C([O-])([O-])=O.[Na+].[Na+] (sodium carbonate), CC1(OB(OC1(C)C)C=1C=NN(C1)C(=O)OC(C)(C)C)C (tert-butyl 4-(4,4,5,5-tetramethyl-1,3,2-dioxaborolan-2-yl)-1H-pyrazole-1-carboxylate). Reagents/catalysts: C1=CC=C(C=C1)P([C-]2C=CC=C2)C3=CC=CC=C3.C1=CC=C(C=C1)P([C-]2C=CC=C2)C3=CC=CC=C3.Cl[Pd]Cl.[Fe+2].C(Cl)Cl (PdCl2(dppf) CH2Cl2). Run in COCCOC (DME). Reaction conditions: temperature 120 celsius. Yields the product NC=1C(=NC(=CN1)C=1C=NNC1)C1=CC(=C(C(=O)OC)C=C1)F (methyl 4-(3-amino-6-(1H-pyrazol-4-yl)pyrazin-2-yl)-2-fluorobenzoate). Reaction SMILES: [NH2:1][C:2]1[C:3]([C:9]2[CH:18]=[CH:17][C:12]([C:13]([O:15][CH3:16])=[O:14])=[C:11]([F:19])[CH:10]=2)=[N:4][C:5](Br)=[CH:6][N:7]=1.C(=O)([O-])[O-].[Na+].[Na+].CC1(C)C(C)(C)OB([C:34]2[CH:35]=[N:36][N:37](C(OC(C)(C)C)=O)[CH:38]=2)O1>COCCOC.C1C=CC(P(C2C=CC=CC=2)[C-]2C=CC=C2)=CC=1.C1C=CC(P(C2C=CC=CC=2)[C-]2C=CC=C2)=CC=1.Cl[Pd]Cl.[Fe+2].C(Cl)Cl>[NH2:1][C:2]1[C:3]([C:9]2[CH:18]=[CH:17][C:12]([C:13]([O:15][CH3:16])=[O:14])=[C:11]([F:19])[CH:10]=2)=[N:4][C:5]([C:34]2[CH:35]=[N:36][NH:37][CH:38]=2)=[CH:6][N:7]=1 |f:1.2.3,6.7.8.9.10|. Procedure details: To methyl 4-(3-amino-6-bromopyrazin-2-yl)-2-fluorobenzoate (For Synthesis see Example 34, Step 2) (100 mg, 0.307 mmol) in DME (3 mL) and 2 M sodium carbonate (0.75 mL, 1.5 mmol) was added tert-butyl 4-(4,4,5,5-tetramethyl-1,3,2-dioxaborolan-2-yl)-1H-pyrazole-1-carboxylate (90 mg, 0.307 mmol) followed by PdCl2(dppf)-CH2Cl2 adduct (25.04 mg, 0.031 mmol). The reaction mixture was heated in microwave at 120° C. for 15 min. The reaction mixture was partitioned between ethyl acetate and water. The org...